Dataset: the Open Reaction Database (ORD), a public repository of structured organic reaction records. Task: describe an organic reaction: reactants, conditions, products, and yield The product is CN1CCN(CC1)C=1N=C(C2=CC=CC=C2C1)CC(=O)N (2-[3-(4-Methyl-piperazin-1-yl)-isoquinolin-1-yl]-acetamide). Procedure details: To a solution of [3-(4-Methyl-piperazin-1-yl)-isoquinolin-1-yl]-acetic acid ethyl ester (1.7 g, 5.4 mmol) in DMF, formamide (0.72 ml, 18.1 mmol) is added under argon. After heating up to 100° C. 5.4N MeONa in methanol (1 ml) is added in 10 portions (0.1 ml each) over a period of 45 minutes. After 60 minutes at 100° C. the reaction is cooled to RT and diluted with isopropanol (100 ml). The solvents are removed under reduced pressure, the residue is dissolved in ethyl acetate and extracted with aq... Starting materials: C(C)OC(CC1=NC(=CC2=CC=CC=C12)N1CCN(CC1)C)=O ([3-(4-Methyl-piperazin-1-yl)-isoquinolin-1-yl]-acetic acid ethyl ester), C(=O)N (formamide), CO[Na] (MeONa). Reaction SMILES: C([O:3][C:4](=O)[CH2:5][C:6]1[C:15]2[C:10](=[CH:11][CH:12]=[CH:13][CH:14]=2)[CH:9]=[C:8]([N:16]2[CH2:21][CH2:20][N:19]([CH3:22])[CH2:18][CH2:17]2)[N:7]=1)C.C([NH2:26])=O.CO[Na]>CN(C=O)C.CO.C(O)(C)C>[CH3:22][N:19]1[CH2:20][CH2:21][N:16]([C:8]2[N:7]=[C:6]([CH2:5][C:4]([NH2:26])=[O:3])[C:15]3[C:10]([CH:9]=2)=[CH:11][CH:12]=[CH:13][CH:14]=3)[CH2:17][CH2:18]1. Reaction conditions: temperature 100 celsius. Run in CN(C)C=O (DMF), CO (methanol), C(C)(C)O (isopropanol).